This data is from the Open Reaction Database (ORD), a public repository of structured organic reaction records. The task is: describe an organic reaction: reactants, conditions, products, and yield Starting materials: COC1=C(C=CC=2C=3N(C(=NC12)N)CCN3)OCC3=CC=C(C=C3)S(=O)(=O)C (7-methoxy-8-{[4-(methylsulfonyl)benzyl]oxy}-2,3-dihydroimidazo[1,2-c]quinazolin-5-amine), NC1=NC=C(C(=O)O)C=C1 (6-aminonicotinic acid). Product: NC1=NC=C(C(=O)NC2=NC=3C(=C(C=CC3C=3N2CCN3)OCC3=CC=C(C=C3)S(=O)(=O)C)OC)C=C1 (6-amino-N-(7-methoxy-8-{[4-(methylsulfonyl)benzyl]oxy}-2,3-dihydroimidazo[1,2-c]quinazolin-5-yl)nicotinamide). RXN SMILES: [CH3:1][O:2][C:3]1[C:12]2[N:11]=[C:10]([NH2:13])[N:9]3[CH2:14][CH2:15][N:16]=[C:8]3[C:7]=2[CH:6]=[CH:5][C:4]=1[O:17][CH2:18][C:19]1[CH:24]=[CH:23][C:22]([S:25]([CH3:28])(=[O:27])=[O:26])=[CH:21][CH:20]=1.[NH2:29][C:30]1[CH:38]=[CH:37][C:33]([C:34](O)=[O:35])=[CH:32][N:31]=1>>[NH2:29][C:30]1[CH:38]=[CH:37][C:33]([C:34]([NH:13][C:10]2[N:9]3[CH2:14][CH2:15][N:16]=[C:8]3[C:7]3[CH:6]=[CH:5][C:4]([O:17][CH2:18][C:19]4[CH:24]=[CH:23][C:22]([S:25]([CH3:28])(=[O:27])=[O:26])=[CH:21][CH:20]=4)=[C:3]([O:2][CH3:1])[C:12]=3[N:11]=2)=[O:35])=[CH:32][N:31]=1. Procedure: The procedure used for the preparation of Example 16, Step 2 was used to prepare the title compound from 7-methoxy-8-{[4-(methylsulfonyl)benzyl]oxy}-2,3-dihydroimidazo[1,2-c]quinazolin-5-amine (Example 16 Step 1) and 6-aminonicotinic acid. High vacuum drying gave the title compound (151 mg, 77%): HPLC MS RT=2.00 min, MH+=521.1; 1H NMR (DMSO-d6+2 drops TFA-d) δ: 3.24 (3H, s), 4.02 (3H, s), 4.23-4.28 (2H, m), 4.50-4.55 (2H, m), 5.56 (2H, s), 7.06 (1H, d), 7.58 (1H, d), 7.79 (2H, d), 8.01 (1H, d), ... Starting materials: [Br-].[Br-].[Br-].B (borane tribromide), CNC(CCCCCCCCCC=C(C(CC)C1=CC=C(C=C1)OC)C1=CC=C(C=C1)OC)=O (N-methyl-12,13-Bis (4-methoxyphenyl)-11-pentadecenoic amide), O (water). Run in C(Cl)Cl (CH2Cl2). Run at time 1 hour. Yields the product CNC(CCCCCCCCCCC(=C(CC)C1=CC=C(C=C1)O)C1=CC=C(C=C1)O)=O (N-methyl-12,13-Bis (4-hydroxyphenyl)-12-pentadecenoic amide). Isolated yield 35.3%. Reaction SMILES: [CH3:1][NH:2][C:3](=[O:34])[CH2:4][CH2:5][CH2:6][CH2:7][CH2:8][CH2:9][CH2:10][CH2:11][CH2:12][CH:13]=[C:14]([C:26]1[CH:31]=[CH:30][C:29]([O:32]C)=[CH:28][CH:27]=1)[CH:15]([C:18]1[CH:23]=[CH:22][C:21]([O:24]C)=[CH:20][CH:19]=1)[CH2:16][CH3:17].[Br-].[Br-].[Br-].B.O>C(Cl)Cl>[CH3:1][NH:2][C:3](=[O:34])[CH2:4][CH2:5][CH2:6][CH2:7][CH2:8][CH2:9][CH2:10][CH2:11][CH2:12][CH2:13][C:14]([C:26]1[CH:31]=[CH:30][C:29]([OH:32])=[CH:28][CH:27]=1)=[C:15]([C:18]1[CH:19]=[CH:20][C:21]([OH:24])=[CH:22][CH:23]=1)[CH2:16][CH3:17] |f:1.2.3.4|. Procedure details: To the above dimethoxy amide 4 (117 mg, 0.22 mmol) in CH2Cl2 (1 ml) at 0° C. was added, under argon, 1.0M borane tribromide (675 μl). The solution was stirred for 1 hour, then poured into water and extracted with ether (3x). The organic solution was washed with water, dried on magnesium sulfate, and evaporated to dryness. The residue was purified by "Flash chromatography" on silica gel (Kieselgel 60, Merck, unter 0.063 mm, 30 g). Elution with a mixture of hexane-ethyl acetate (4:1 v/v) gave N-bu... Reactants: CN(C(=O)C1=CC=C(C=C1)C=1C=CC\2=C(\N=C(/C\C(=C2)\C(N(CCC)CCC)=O)\NC(OC(C)(C)C)=O)C1)C (tert-butyl (1E,4E)-8-(4-(dimethylcarbamoyl)phenyl)-4-(dipropylcarbamoyl)-3H-benzo[b]azepin-2-ylcarbamate), BrC=1C=CC\2=C(\N=C(/C\C(=C2)\C(N(CCC)CCC)=O)\NC(OC(C)(C)C)=O)C1 (tert-butyl (1E,4E)-8-bromo-4-(dipropylcarbamoyl)-3H-benzo[b]azepin-2-ylcarbamate), CN(C(=O)C1=CC=C(C=C1)B(O)O)C (4-(dimethylcarbamoyl)phenylboronic acid), BrC=1C=CC\2=C(\N=C(/C\C(=C2)\C(N(CCC)CCC)=O)\NC(OC(C)(C)C)=O)C1 (tert-butyl (1E,4E)-8-bromo-4-(dipropylcarbamoyl)-3H-benzo[b]azepin-2-ylcarbamate), N#N (N2), OC1=CC=C(C=C1)B(O)O (4-hydroxyphenylboronic acid), O.[K].[K].C1(=CC=CC=C1)P(C1=CC=C(C=C1)S(=O)(=O)O)C1=CC=C(C=C1)S(=O)(=O)O (4,4′-(phenylphosphinidene)bisbenzenesulfonic acid dipotassium hydrate), C(=O)([O-])[O-].[Na+].[Na+] (Na2CO3). Reagents/catalysts: CC(=O)[O-].CC(=O)[O-].[Pd+2] (Pd(OAc)2). Run in CCO (EtOH), CCO (EtOH), O (water). Run at temperature 65 celsius, time 1 hour. Yields the product C(CC)N(C(=O)/C/1=C/C2=C(\N=C(/C1)\NC(OC(C)(C)C)=O)C=C(C=C2)C2=CC=C(C=C2)O)CCC (tert-butyl (1E,4E)-4-(dipropylcarbamoyl)-8-(4-hydroxyphenyl)-3H-benzo[b]azepin-2-ylcarbamate). RXN SMILES: Br[C:2]1[CH:3]=[CH:4][C:5]2=[C:6]([CH:29]=1)[N:7]=[C:8]([NH:21][C:22](=[O:28])[O:23][C:24]([CH3:27])([CH3:26])[CH3:25])[CH2:9][C:10]([C:12](=[O:20])[N:13]([CH2:17][CH2:18][CH3:19])[CH2:14][CH2:15][CH3:16])=[CH:11]2.[OH:30][C:31]1[CH:36]=[CH:35][C:34](B(O)O)=[CH:33][CH:32]=1.CN(C)C(C1C=CC(C2C=CC3=C(C=2)N=C(NC(=O)OC(C)(C)C)CC(C(=O)N(CCC)CCC)=C3)=CC=1)=O.C([O-])([O-])=O.[Na+].[Na+].O.[K].[K].C1(P(C2C=CC(S(O)(=O)=O)=CC=2)C2C=CC(S(O)(=O)=O)=CC=2)C=CC=CC=1.N#N.CN(C)C(C1C=CC(B(O)O)=CC=1)=O>CCO.CC([O-])=O.CC([O-])=O.[Pd+2].O>[CH2:14]([N:13]([CH2:17][CH2:18][CH3:19])[C:12]([C:10]1=[CH:11][C:5]2[CH:4]=[CH:3][C:2]([C:34]3[CH:35]=[CH:36][C:31]([OH:30])=[CH:32][CH:33]=3)=[CH:29][C:6]=2[N:7]=[C:8]([NH:21][C:22](=[O:28])[O:23][C:24]([CH3:27])([CH3:26])[CH3:25])[CH2:9]1)=[O:20])[CH2:15][CH3:16] |f:3.4.5,6.7.8.9,13.14.15,^1:85,86|. Procedure details: The title compound was prepared by these procedures using tert-butyl (1E,4E)-8-bromo-4-(dipropylcarbamoyl)-3H-benzo[b]azepin-2-ylcarbamate and 4-hydroxyphenylboronic acid. Preparation of tert-butyl (1E,4E)-8-(4-(dimethylcarbamoyl)phenyl)-4-(dipropylcarbamoyl)-3H-benzo[b]azepin-2-ylcarbamate: To Na2CO3 (129 mg, 1.214 mmol) in a 50 mL round-bottom flask was added water (3.7 mL) was bubbled with N2 for 10 min. To this mixture was added tert-butyl (1E,4E)-8-bromo-4-(dipropylcarbamoyl)-3H-benzo[b]aze... Starting materials: C(C)(=O)O[C@H]1[C@H](OC2=CC=C(C=C2)NC(C)=O)SC[C@H]([C@@H]1OC(C)=O)OC(C)=O (4-acetamidophenyl 2,3,4-tri-O-acetyl-5-thio-β-D-xylopyranoside), solution, C[O-].[Na+] (sodium methylate). Solvent: CO (methanol), CO (methanol). Yields the product O([C@H]1[C@H](O)[C@@H](O)[C@H](O)CS1)C1=CC=C(C=C1)NC(C)=O (4-acetamidophenyl 5-thio-β-D-xylopyranoside). Isolated yield 82.9%. Reaction SMILES: C([O:4][C@@H:5]1[C@@H:21]([O:22]C(=O)C)[C@H:20]([O:26]C(=O)C)[CH2:19][S:18][C@H:6]1[O:7][C:8]1[CH:13]=[CH:12][C:11]([NH:14][C:15](=[O:17])[CH3:16])=[CH:10][CH:9]=1)(=O)C.C[O-].[Na+]>CO>[O:7]([C:8]1[CH:9]=[CH:10][C:11]([NH:14][C:15](=[O:17])[CH3:16])=[CH:12][CH:13]=1)[C@@H:6]1[S:18][CH2:19][C@@H:20]([OH:26])[C@H:21]([OH:22])[C@H:5]1[OH:4] |f:1.2|. Reported procedure: If the procedure described in Preparation LXXXIV is followed starting from 1.2 g (2.8.10-3 mol) of 4-acetamidophenyl 2,3,4-tri-O-acetyl-5-thio-β-D-xylopyranoside and 70 μl of a solution of sodium methylate in methanol (8% w/v of Na), reacted in 100 cm3 of methanol, 0.7 g (yield: 83%) of the expected product is obtained after purification by flash chromatography using a methylene chloride/methanol mixture (93/7 v/v) as the eluent. Starting materials: C(C)OC(C(C)C=1C=CC2=C(C(C=C(O2)C(C)(C)C)=O)C1)=O (Ethyl-2-[2-(1,1-dimethylethyl)-4-oxo-4H-1-benzopyran-6-yl]propionate), CC(=O)C.OS(=O)(=O)O.O=[Cr](=O)=O (Jones reagent). The reagents and catalysts are [Pd] (palladium on carbon), [Pd] (palladium). Run in CC(=O)C (acetone), C(C)O (ethanol). Yields the product C(C)OC(C(C)C=1C=CC2=C(C(CC(O2)C(C)(C)C)=O)C1)=O (Ethyl-2-[2,3-dihydro-2-(1,1-dimethylethyl)-4-oxo-4H-1-benzopyran-6-yl]propionate). Reaction SMILES: [CH2:1]([O:3][C:4](=[O:22])[CH:5]([C:7]1[CH:8]=[CH:9][C:10]2[O:15][C:14]([C:16]([CH3:19])([CH3:18])[CH3:17])=[CH:13][C:12](=[O:20])[C:11]=2[CH:21]=1)[CH3:6])[CH3:2].CC(C)=O.OS(O)(=O)=O.O=[Cr](=O)=O>C(O)C.[Pd].CC(C)=O>[CH2:1]([O:3][C:4](=[O:22])[CH:5]([C:7]1[CH:8]=[CH:9][C:10]2[O:15][CH:14]([C:16]([CH3:18])([CH3:17])[CH3:19])[CH2:13][C:12](=[O:20])[C:11]=2[CH:21]=1)[CH3:6])[CH3:2] |f:1.2.3|. Reported procedure: Ethyl-2-[2-(1,1-dimethylethyl)-4-oxo-4H-1-benzopyran-6-yl]propionate (6.61 g) was taken up in dry ethanol (150 ml) and hydrogenated at 85 p.s.i. with 5% palladium on carbon (0.2 g) and 5% palladium on barium sulphate (0.4 g) for a total of 48 hours. The catalyst was removed by filtration (`Hyflo` supercel) and the ethanol removed in vacuo affording an oil. The oil was taken up in acetone (50 ml) and treated with a slight excess of Jones reagent. The excess oxidant was destroyed with methanol and... Isolated yield 57.7%. Reaction SMILES: [CH3:1][O:2][C:3]([C:5]1[CH:6]=[C:7]2[C:11](=[CH:12][CH:13]=1)[N:10]([CH3:14])[CH:9]=[C:8]2[CH2:15][C:16]1[CH:25]=[CH:24][C:19]([C:20]([O:22]C)=[O:21])=[CH:18][C:17]=1[O:26][CH3:27])=[O:4].CO.O.[OH-].[Li+].Cl>O1CCCC1.O>[CH3:1][O:2][C:3]([C:5]1[CH:6]=[C:7]2[C:11](=[CH:12][CH:13]=1)[N:10]([CH3:14])[CH:9]=[C:8]2[CH2:15][C:16]1[CH:25]=[CH:24][C:19]([C:20]([OH:22])=[O:21])=[CH:18][C:17]=1[O:26][CH3:27])=[O:4] |f:2.3.4|. Reaction conditions: time 20 hour. Starting materials: COC(=O)C=1C=C2C(=CN(C2=CC1)C)CC1=C(C=C(C(=O)OC)C=C1)OC (methyl 4-(5-methoxycarbonyl-1-methylindol-3-ylmethyl)-3-methoxybenzoate), CO (methanol), Cl (hydrochloric acid), O.[OH-].[Li+] (lithium hydroxide monohydrate). Product: COC(=O)C=1C=C2C(=CN(C2=CC1)C)CC1=C(C=C(C(=O)O)C=C1)OC (4-(5-methoxycarbonyl-1-methylindol-3-ylmethyl)-3-methoxybenzoic acid). Solvent: O1CCCC1 (tetrahydrofuran), O (water). Procedure details: To a solution of methyl 4-(5-methoxycarbonyl-1-methylindol-3-ylmethyl)-3-methoxybenzoate (105.1 g) in tetrahydrofuran (1.4 l) was added methanol (450 ml) and deionized water (450 ml), followed by an equimolar amount of lithium hydroxide monohydrate (12.00 g). After the reaction mixture had stirred about 20 hours, it was acidified to pH 2 by addition of 6N hydrochloric acid (60 ml). Evaporation of the organic solvents resulted in the precipitation of a crude product (104.2 g) which was filtered a... Starting materials: COc1cc(OC)cc(C(Cc2ccc3c(c2)OCO3)=NNS(=O)(=O)c2ccc(C)cc2)c1, Cc1ccccc1, O. The product is COc1cc(C=Cc2ccc3c(c2)OCO3)cc(OC)c1. As a reaction SMILES: [CH3:1][O:2][c:3]1[cH:4][c:5]([C:11]([CH2:12][c:13]2[cH:14][c:15]3[c:16]([cH:17][cH:18]2)[O:19][CH2:20][O:21]3)=[N:22][NH:23][S:24]([c:25]2[cH:26][cH:27][c:28]([CH3:29])[cH:30][cH:31]2)(=[O:32])=[O:33])[cH:6][c:7]([O:9][CH3:10])[cH:8]1.[CH3:34][c:35]1[cH:36][cH:37][cH:38][cH:39][cH:40]1.[OH2:41]>>[CH3:1][O:2][c:3]1[cH:4][c:5]([CH:11]=[CH:12][c:13]2[cH:14][c:15]3[c:16]([cH:17][cH:18]2)[O:19][CH2:20][O:21]3)[cH:6][c:7]([O:9][CH3:10])[cH:8]1.